describe an organic reaction: reactants, conditions, products, and yield From a dataset of the Open Reaction Database (ORD), a public repository of structured organic reaction records. Starting materials: CO, COC(=O)c1ccc([N+](=O)[O-])cc1F, [H][H], C1CCOC1. The product is COC(=O)c1ccc(N)cc1F. Reaction SMILES: [CH3:17][OH:18].[F:1][c:2]1[c:3]([C:4](=[O:5])[O:6][CH3:7])[cH:8][cH:9][c:10]([N+:12]([O-:13])=[O:14])[cH:11]1.[H:15][H:16].[O:19]1[CH2:20][CH2:21][CH2:22][CH2:23]1>>[F:1][c:2]1[c:3]([C:4](=[O:5])[O:6][CH3:7])[cH:8][cH:9][c:10]([NH2:12])[cH:11]1. Starting materials: BrCC1=CC2=CC=CC=C2C=C1 (2-bromomethylnaphthalene), IC=1C=C(C=CC1)O (3-iodophenol), C([O-])([O-])=O.[K+].[K+] (potassium carbonate). Solvent: CN(C=O)C (dimethylformamide). The product is C1=C(C=CC2=CC=CC=C12)COC=1C=C(C=CC1)I (3-(naphth-2-ylmethoxy)phenyl iodide). RXN SMILES: Br[CH2:2][C:3]1[CH:12]=[CH:11][C:10]2[C:5](=[CH:6][CH:7]=[CH:8][CH:9]=2)[CH:4]=1.[I:13][C:14]1[CH:15]=[C:16]([OH:20])[CH:17]=[CH:18][CH:19]=1.C(=O)([O-])[O-].[K+].[K+]>CN(C)C=O>[CH:4]1[C:5]2[C:10](=[CH:9][CH:8]=[CH:7][CH:6]=2)[CH:11]=[CH:12][C:3]=1[CH2:2][O:20][C:16]1[CH:15]=[C:14]([I:13])[CH:19]=[CH:18][CH:17]=1 |f:2.3.4|. Procedure: A mixture of 2-bromomethylnaphthalene, 3-iodophenol, potassium carbonate and dimethylformamide was stirred at ambient temperature to provide 3-(naphth-2-ylmethoxy)phenyl iodide. Reported procedure: To methanol (260 mL) of the compound obtained in Example 57 (6.9 g) was added dropwise 1 mol/L of an aqueous sodium hydroxide solution (26 mL) at room temperature, and the mixture was allowed to stir for 21 hours. To the residue obtained by distilling off the solvent under a reduced pressure was added water, and the mixture was made acidic with 10% citric acid. The solution was extracted with ethyl acetate and thereafter the organic layer was washed with saturated sodium chloride solution, and d... The product is FC1=C(C=CC=C1)C=CC(=O)N[C@@H](CCCNC(=O)OC(C)(C)C)C(=O)O (Nα-[3-(2-Fluorophenyl)acryloyl]-Nδ-tert-Butoxycarbonyl-L-Ornithine). The yield is 81.1%. The reactants are FC1=C(C=CC=C1)C=CC(=O)N[C@@H](CCCNC(=O)OC(C)(C)C)C(=O)OC (Methyl Nα-[3-(2-Fluorophenyl)acryloyl]-Nδ-tert-Butoxycarbonyl-L-Ornithinate), [OH-].[Na+] (sodium hydroxide). Solvent: CO (methanol). Conditions: time 21 hour. RXN SMILES: [F:1][C:2]1[CH:7]=[CH:6][CH:5]=[CH:4][C:3]=1[CH:8]=[CH:9][C:10]([NH:12][C@H:13]([C:25]([O:27]C)=[O:26])[CH2:14][CH2:15][CH2:16][NH:17][C:18]([O:20][C:21]([CH3:24])([CH3:23])[CH3:22])=[O:19])=[O:11].[OH-].[Na+]>CO>[F:1][C:2]1[CH:7]=[CH:6][CH:5]=[CH:4][C:3]=1[CH:8]=[CH:9][C:10]([NH:12][C@H:13]([C:25]([OH:27])=[O:26])[CH2:14][CH2:15][CH2:16][NH:17][C:18]([O:20][C:21]([CH3:22])([CH3:23])[CH3:24])=[O:19])=[O:11] |f:1.2|. The reactants are [Br-], CC(=O)Nc1ccc(F)cc1Br, CCN(CC)CCc1ccc(-c2[nH]c3cccc4c3c2CCNC4=O)cc1, O. The product is CC(=O)Nc1ccc(F)cc1-c1[nH]c2cccc3c2c1CCNC3=O. Reaction SMILES: [Br-:28].[Br:29][c:30]1[c:31]([NH:37][C:38]([CH3:39])=[O:40])[cH:32][cH:33][c:34]([F:36])[cH:35]1.[CH2:1]([N:2]([CH2:3][CH3:4])[CH2:5][CH2:6][c:7]1[cH:8][cH:9][c:10](-[c:12]2[nH:13][c:14]3[cH:15][cH:16][cH:17][c:18]4[c:19]3[c:20]2[CH2:21][CH2:22][NH:23][C:24]4=[O:25])[cH:11][cH:26]1)[CH3:27].[OH2:41]>>[c:12]1(-[c:30]2[c:31]([NH:37][C:38]([CH3:39])=[O:40])[cH:32][cH:33][c:34]([F:36])[cH:35]2)[nH:13][c:14]2[cH:15][cH:16][cH:17][c:18]3[c:19]2[c:20]1[CH2:21][CH2:22][NH:23][C:24]3=[O:25]. Reactants: CC(C)(C)OC(=O)NC1(c2ccc(-c3c(-c4ccccc4)oc4ccc(C#N)cc4c3=O)cc2)CCC1, NC1(c2ccc(-c3c(-c4ccccc4)oc4ccc(F)cc4c3=O)cc2)CCC1. Product: N#Cc1ccc2oc(-c3ccccc3)c(-c3ccc(C4(N)CCC4)cc3)c(=O)c2c1. As a reaction SMILES: [C:30]([O:31][C:32](=[O:33])[NH:36][C:37]1([c:41]2[cH:42][cH:43][c:44](-[c:47]3[c:48](-[c:60]4[cH:61][cH:62][cH:63][cH:64][cH:65]4)[o:49][c:50]4[cH:51][cH:52][c:53]([C:58]#[N:59])[cH:54][c:55]4[c:56]3=[O:57])[cH:45][cH:46]2)[CH2:38][CH2:39][CH2:40]1)([CH3:34])([CH3:35])[CH3:66].[NH2:1][C:2]1([c:3]2[cH:4][cH:5][c:6](-[c:7]3[c:8](=[O:9])[c:10]4[c:11]([cH:12][cH:13][c:14]([F:15])[cH:16]4)[o:17][c:18]3-[c:19]3[cH:20][cH:21][cH:22][cH:23][cH:24]3)[cH:25][cH:26]2)[CH2:27][CH2:28][CH2:29]1>>[NH2:36][C:37]1([c:41]2[cH:42][cH:43][c:44](-[c:47]3[c:48](-[c:60]4[cH:61][cH:62][cH:63][cH:64][cH:65]4)[o:49][c:50]4[cH:51][cH:52][c:53]([C:58]#[N:59])[cH:54][c:55]4[c:56]3=[O:57])[cH:45][cH:46]2)[CH2:38][CH2:39][CH2:40]1. The reactants are [Li]CCCC, CC1NC(=O)OC1c1ccccc1, O=C(Cl)CCc1ccc(Cl)cc1, C1CCOC1. Product: CC1C(c2ccccc2)OC(=O)N1C(=O)CCc1ccc(Cl)cc1. Reaction SMILES: [CH2:14]([Li:15])[CH2:16][CH2:17][CH3:18].[CH3:1][CH:2]1[NH:3][C:4](=[O:13])[O:5][CH:6]1[c:7]1[cH:8][cH:9][cH:10][cH:11][cH:12]1.[Cl:19][c:20]1[cH:21][cH:22][c:23]([CH2:26][CH2:27][C:28](=[O:29])[Cl:30])[cH:24][cH:25]1.[O:31]1[CH2:32][CH2:33][CH2:34][CH2:35]1>>[CH3:1][CH:2]1[N:3]([C:28]([CH2:27][CH2:26][c:23]2[cH:22][cH:21][c:20]([Cl:19])[cH:25][cH:24]2)=[O:29])[C:4](=[O:13])[O:5][CH:6]1[c:7]1[cH:8][cH:9][cH:10][cH:11][cH:12]1. Starting materials: C(C)(C)NC(C)C (diisopropylamine), C[S@](=O)C1=CC=C(C=C1)OC ((S)-(-)-4methoxyphenyl methyl sulfoxide), C(C1=CC=CC=C1)OC([C@H]1N(CCC1)C([C@H]1N(CCC1)C(CCC1=CC=CC=C1)=O)=O)=O (N-(3-phenylpropionyl)-L-prolyl-L-proline benzyl ester). Run in C1CCOC1 (THF), C1CCOC1 (THF), C1CCOC1 (THF). Conditions: temperature 0 celsius, time 0.5 hour. The product is COC1=CC=C(C=C1)[S@@](=O)CC(=O)[C@H]1N(CCC1)C([C@H]1N(CCC1)C(CCC1=CC=CC=C1)=O)=O ((2S)-2-{[(S)-4-methoxyphenylsulfinyl]acetyl}-1-[N-(3-phenylpropionyl)-L-prolyl]pyrrolidine). The yield is 42.7%. Reaction SMILES: C(NC(C)C)(C)C.[CH3:8][S@@:9]([C:11]1[CH:16]=[CH:15][C:14]([O:17][CH3:18])=[CH:13][CH:12]=1)=[O:10].C([O:26][C:27](=O)[C@@H:28]1[CH2:32][CH2:31][CH2:30][N:29]1[C:33](=[O:49])[C@@H:34]1[CH2:38][CH2:37][CH2:36][N:35]1[C:39](=[O:48])[CH2:40][CH2:41][C:42]1[CH:47]=[CH:46][CH:45]=[CH:44][CH:43]=1)C1C=CC=CC=1>C1COCC1>[CH3:18][O:17][C:14]1[CH:15]=[CH:16][C:11]([S@:9]([CH2:8][C:27]([C@@H:28]2[CH2:32][CH2:31][CH2:30][N:29]2[C:33](=[O:49])[C@@H:34]2[CH2:38][CH2:37][CH2:36][N:35]2[C:39](=[O:48])[CH2:40][CH2:41][C:42]2[CH:43]=[CH:44][CH:45]=[CH:46][CH:47]=2)=[O:26])=[O:10])=[CH:12][CH:13]=1. Procedure details: To diisopropylamine (0.13 ml) in THF (8 ml) was dropwise added 1.62M n-butyllithium-hexane solution (1.2 ml) at -78° C., followed by stirring at 0° C. for 0.5 hour. The reaction mixture was cooled to -30° C., dropwise added with (S)-(-)-4methoxyphenyl methyl sulfoxide (157 mg) in THF (8 ml), and stirred at 0° C. for 0.5 hour. The reaction mixture was cooled to -78° C., added with N-(3-phenylpropionyl)-L-prolyl-L-proline benzyl ester (400 mg) in THF (8 ml) quickly, and stirred for 0.5 hour. The r... Reactants: Cl.Cl.[C@H]1(CCCN2CCCC[C@H]12)CN1CCC(CC1)NC(=O)C=1NC2=CC=CC(=C2C1)OCC1=COC2=C1C=C(C(=C2)C)C (4-(5,6-dimethyl-benzofuran-3-ylmethoxy)-1H-indole-2-carboxylic acid {1-[(1S,9aR)-1-(octahydro-quinolizin-1-yl)methyl]-piperidin-4-yl}-amide dihydrochloride), Cl.Cl.Cl.NC1CCN(CC1)C[C@H](C)N1C[C@@H]([C@H](CC1)O)C ((3S,4S)-1-[(S)-2-(4-Amino-piperidin-1-yl)-1-methyl-ethyl]-3-methyl-piperidin-4-ol tri-hydrochloride). Yields the product Cl.Cl.O[C@@H]1[C@H](CN(CC1)[C@H](CN1CCC(CC1)NC(=O)C=1NC2=CC=CC(=C2C1)OCC1=COC2=C1C=C(C(=C2)C)C)C)C (4-(5,6-Dimethyl-benzofuran-3-ylmethoxy)-1H-indole-2-carboxylic acid {1-[(S)-2-((3S,4S)-4-hydroxy-3-methyl-piperidin-1-yl)-propyl]-piperidin-4-yl}-amide dihydrochloride). RXN SMILES: [ClH:1].Cl.[C@H]1([CH2:13][N:14]2[CH2:19][CH2:18][CH:17]([NH:20][C:21]([C:23]3[NH:24][C:25]4[C:30]([CH:31]=3)=[C:29]([O:32][CH2:33][C:34]3[C:38]5[CH:39]=[C:40]([CH3:44])[C:41]([CH3:43])=[CH:42][C:37]=5[O:36][CH:35]=3)[CH:28]=[CH:27][CH:26]=4)=[O:22])[CH2:16][CH2:15]2)[C@@H]2N(CCCC2)CCC1.Cl.Cl.Cl.NC1CCN([CH2:55][C@@H:56]([N:58]2[CH2:63][CH2:62][C@H:61]([OH:64])[C@@H:60]([CH3:65])[CH2:59]2)C)CC1>>[ClH:1].[ClH:1].[OH:64][C@H:61]1[CH2:62][CH2:63][N:58]([C@@H:56]([CH3:55])[CH2:13][N:14]2[CH2:15][CH2:16][CH:17]([NH:20][C:21]([C:23]3[NH:24][C:25]4[C:30]([CH:31]=3)=[C:29]([O:32][CH2:33][C:34]3[C:38]5[CH:39]=[C:40]([CH3:44])[C:41]([CH3:43])=[CH:42][C:37]=5[O:36][CH:35]=3)[CH:28]=[CH:27][CH:26]=4)=[O:22])[CH2:18][CH2:19]2)[CH2:59][C@@H:60]1[CH3:65] |f:0.1.2,3.4.5.6,7.8.9|. Procedure details: This compound is synthesized from 4-(5,6-dimethyl-benzofuran-3-ylmethoxy)-1H-indole-2-carboxylic acid (127, see example 104) and amine 56 analogously to the method described in example 1.